This data is from the Open Reaction Database (ORD), a public repository of structured organic reaction records. The task is: describe an organic reaction: reactants, conditions, products, and yield Reactants: [OH-].[Na+].FC1=CC=C(C=C1)C=1N=C(SC1)C=1C=C(C(=CC1)C1=C(C=CC=C1)[N+](=O)[O-])C(=O)O (4-[4-(4-Fluoro-phenyl)-thiazol-2-yl]-2′-nitro-biphenyl-2-carboxylic acid Sodium hydroxide), COC(=O)C=1C(=CC=C(C1)C=1SC=C(N1)C1=CC=C(C=C1)F)C1=C(C=CC=C1)[N+](=O)[O-] (4-[4-(4-fluoro-phenyl)-thiazol-2-yl]-2′-nitro-biphenyl-2-carboxylic acid methyl ester). The solvent is O (water), O1CCOCC1 (dioxane). Conditions: temperature 50 celsius. The product is FC1=CC=C(C=C1)C=1N=C(SC1)C=1C=C(C(=CC1)C1=C(C=CC=C1)[N+](=O)[O-])C(=O)O (4-[4-(4-fluoro-phenyl)-thiazol-2-yl]-2′-nitro-biphenyl-2-carboxylic acid). Isolated yield 10.7%. As a reaction SMILES: [OH-].[Na+].[F:3][C:4]1[CH:9]=[CH:8][C:7]([C:10]2[N:11]=[C:12]([C:15]3[CH:16]=[C:17]([C:30]([OH:32])=[O:31])[C:18]([C:21]4[CH:26]=[CH:25][CH:24]=[CH:23][C:22]=4[N+:27]([O-:29])=[O:28])=[CH:19][CH:20]=3)[S:13][CH:14]=2)=[CH:6][CH:5]=1.COC(C1C(C2C=CC=CC=2[N+]([O-])=O)=CC=C(C2SC=C(C3C=CC(F)=CC=3)N=2)C=1)=O>O.O1CCOCC1>[F:3][C:4]1[CH:9]=[CH:8][C:7]([C:10]2[N:11]=[C:12]([C:15]3[CH:16]=[C:17]([C:30]([OH:32])=[O:31])[C:18]([C:21]4[CH:26]=[CH:25][CH:24]=[CH:23][C:22]=4[N+:27]([O-:29])=[O:28])=[CH:19][CH:20]=3)[S:13][CH:14]=2)=[CH:6][CH:5]=1 |f:0.1.2|. Procedure: 4-[4-(4-Fluoro-phenyl)-thiazol-2-yl]-2′-nitro-biphenyl-2-carboxylic acid Sodium hydroxide (40 mg, 1 mmol) was added to a suspension of 4-[4-(4-fluoro-phenyl)-thiazol-2-yl]-2′-nitro-biphenyl-2-carboxylic acid methyl ester (40 mg) in a mixture of water (1 mL) and dioxane (1 mL). The resulting mixture was heated at 50° C. for 4 h. The solvent was evaporated and water (5 mL) was added. The mixture was filtered and the filtrate was made acidic to pH 3 by the addition of concentrated HCl. The precipit... Reactants: CC(C)(C)OC(=O)NCCNc1c(C(=O)O)nn(-c2ccccc2Cl)c1-c1ccc(Cl)cc1, CCO, Cl. The product is NCCNc1c(C(=O)O)nn(-c2ccccc2Cl)c1-c1ccc(Cl)cc1. As a reaction SMILES: [C:1]([O:2][C:3](=[O:4])[NH:8][CH2:9][CH2:10][NH:11][c:12]1[c:13]([C:31](=[O:32])[OH:33])[n:14][n:15](-[c:24]2[c:25]([Cl:30])[cH:26][cH:27][cH:28][cH:29]2)[c:16]1-[c:17]1[cH:18][cH:19][c:20]([Cl:23])[cH:21][cH:22]1)([CH3:5])([CH3:6])[CH3:7].[CH3:35][CH2:36][OH:37].[ClH:34]>>[NH2:8][CH2:9][CH2:10][NH:11][c:12]1[c:13]([C:31](=[O:32])[OH:33])[n:14][n:15](-[c:24]2[c:25]([Cl:30])[cH:26][cH:27][cH:28][cH:29]2)[c:16]1-[c:17]1[cH:18][cH:19][c:20]([Cl:23])[cH:21][cH:22]1. Starting materials: CCOc1ccc(CO)cc1, ClCCl, CN(C)C=O, O=S(Cl)Cl. Reaction SMILES: [CH2:5]([CH3:6])[O:7][c:8]1[cH:9][cH:10][c:11]([CH2:12][OH:13])[cH:14][cH:15]1.[Cl:21][CH2:22][Cl:23].[O:16]=[CH:17][N:18]([CH3:19])[CH3:20].[S:1]([Cl:2])([Cl:3])=[O:4]>>[Cl:3][CH2:12][c:11]1[cH:10][cH:9][c:8]([O:7][CH2:5][CH3:6])[cH:15][cH:14]1. Yields the product CCOc1ccc(CCl)cc1. Reactants: O=c1[nH]c2cc(F)c(F)cc2c(=O)n1N(Cc1ccccc1)Cc1ccccc1, CCI, CN(C)C=O, [H-], [Na+]. The product is CCn1c(=O)n(N(Cc2ccccc2)Cc2ccccc2)c(=O)c2cc(F)c(F)cc21. As a reaction SMILES: [CH2:1]([c:2]1[cH:3][cH:4][cH:5][cH:6][cH:7]1)[N:8]([n:9]1[c:10](=[O:22])[nH:11][c:12]2[cH:13][c:14]([F:21])[c:15]([F:20])[cH:16][c:17]2[c:18]1=[O:19])[CH2:23][c:24]1[cH:25][cH:26][cH:27][cH:28][cH:29]1.[CH2:32]([CH3:33])[I:34].[CH3:35][N:36]([CH3:37])[CH:38]=[O:39].[H-:30].[Na+:31]>>[CH2:1]([c:2]1[cH:3][cH:4][cH:5][cH:6][cH:7]1)[N:8]([n:9]1[c:10](=[O:22])[n:11]([CH2:32][CH3:33])[c:12]2[cH:13][c:14]([F:21])[c:15]([F:20])[cH:16][c:17]2[c:18]1=[O:19])[CH2:23][c:24]1[cH:25][cH:26][cH:27][cH:28][cH:29]1. Starting materials: CC(=O)c1ccccc1, [Na+], O=CC(O)C(O)C(O)C(O)CO, [OH-]. Product: CC(O)c1ccccc1. As a reaction SMILES: [CH3:13][C:14](=[O:15])[c:16]1[cH:17][cH:18][cH:19][cH:20][cH:21]1.[Na+:23].[O:1]=[CH:2][CH:3]([CH:4]([CH:5]([CH:6]([CH2:7][OH:8])[OH:9])[OH:10])[OH:11])[OH:12].[OH-:22]>>[CH3:13][CH:14]([OH:15])[c:16]1[cH:17][cH:18][cH:19][cH:20][cH:21]1.